From a dataset of the Open Reaction Database (ORD), a public repository of structured organic reaction records. describe an organic reaction: reactants, conditions, products, and yield The reactants are N1(CCOCC1)CCOC1=CC=C(C=C1)C(C)=O (4'-[2-(4-morpholinyl)ethoxy]acetophenone), C[Si](C)(C)[N-][Si](C)(C)C.[Li+] (lithium bis(trimethylsilyl)amide), Cl[Si](C)(C)C (chlorotrimethylsilane), diethyl ester, C1(=CC=CC=C1)CSC(C(=O)O)C(=O)O ([(phenylmethyl)thio]propanedioic acid). The solvent is C1CCOC1 (THF). Product: OC1=C(C(OC(=C1)C1=CC=C(C=C1)OCCN1CCOCC1)=O)SCC1=CC=CC=C1 (4-Hydroxy-6-[4-[2-(4-morpholinyl)ethoxy]phenyl]-3-[(phenylmethyl)thio]-2H-pyran-2-one). RXN SMILES: [N:1]1([CH2:7][CH2:8][O:9][C:10]2[CH:15]=[CH:14][C:13]([C:16](=[O:18])[CH3:17])=[CH:12][CH:11]=2)[CH2:6][CH2:5][O:4][CH2:3][CH2:2]1.C[Si]([N-][Si](C)(C)C)(C)C.[Li+].Cl[Si](C)(C)C.[C:34]1([CH2:40][S:41][CH:42]([C:46](O)=[O:47])[C:43](O)=[O:44])[CH:39]=[CH:38][CH:37]=[CH:36][CH:35]=1>C1COCC1>[OH:47][C:46]1[CH:17]=[C:16]([C:13]2[CH:14]=[CH:15][C:10]([O:9][CH2:8][CH2:7][N:1]3[CH2:2][CH2:3][O:4][CH2:5][CH2:6]3)=[CH:11][CH:12]=2)[O:18][C:43](=[O:44])[C:42]=1[S:41][CH2:40][C:34]1[CH:39]=[CH:38][CH:37]=[CH:36][CH:35]=1 |f:1.2|. Procedure: The title compound was prepared by Method A using 4'-[2-(4-morpholinyl)ethoxy]acetophenone (1.31 g, 5.29 mmol), lithium bis(trimethylsilyl)amide (0.972 g, 5.81 mmol), chlorotrimethylsilane (0.738 mL, 5.81 mmol), THF (58 mL), and diethyl ester of [(phenylmethyl)thio]propanedioic acid (1.35 g, 4.80 mmol). m.p. dec. 207° C.; 1H NMR (250 MHz, DMSO-d6) δ2.54 (s, 2 H), 6.89 (m, 4 H), 2.83 (t, 2 H), 3.55 (m, 4 H), 3.96 (s, 2 H), 4.22 (t, 2 H), 6.58 (s, 1 H), 7.08 (d, 2 H), 7.23 (m, 5 H), 7.73 (d, 2 H). Reactants: C(CCCC=C)(=O)OC (methyl hex-5-enoate), N1=C(C=CC=C1C)C (2,6-lutidine), O1CCOCC1 (dioxane), NaIO4, C(Cl)Cl (DCM). The reagents and catalysts are [Os](=O)(=O)(=O)=O (osmium tetroxide). Run in O (water), O (water). Run at time 16 hour. The product is O=CCCCC(=O)OC (methyl 5-oxopentanoate). As a reaction SMILES: [C:1]([O:8][CH3:9])(=[O:7])[CH2:2][CH2:3][CH2:4][CH:5]=C.N1C(C)=CC=CC=1C.C(Cl)Cl.[O:21]1CCOCC1>O.[Os](=O)(=O)(=O)=O>[O:21]=[CH:5][CH2:4][CH2:3][CH2:2][C:1]([O:8][CH3:9])=[O:7]. Reported procedure: A colorless solution of commercially available methyl hex-5-enoate (5.000 g; 39.01 mmol) in dioxane (290 ml) and water (95 ml) was treated successively with 2,6-lutidine (8.360 g; 78.02 mmol), a solution of osmium tetroxide (2.5 wt. % in 2-methylpropan-2-ol; 0.50 ml), and NaIO4 (33.375 g; 156.04 mmol). The resulting beige heterogeneous reaction mixture was further stirred at rt, under nitrogen, for 16 h. The resulting milky heterogeneous mixture was treated with water (100 ml) and DCM (500 ml). ... Starting materials: FC(C=1C=C(C=C(C1)C(F)(F)F)[C@@H](C)O)(F)F ((R)-1-[3,5-bis(trifluoromethyl)phenyl]ethanol), N1=CC=CC=C1 (pyridine), P(Br)(Br)Br (phosphorus tribromide), O (water). Solvent: C(C)OCC (diethyl ether), C(C)OCC (diethyl ether). Run at time 2 hour. Yields the product BrC(C)C1=CC(=CC(=C1)C(F)(F)F)C(F)(F)F (1-bromo-1-[3,5-bis(trifluoromethyl)phenyl]ethane). Isolated yield 14.1%. RXN SMILES: [F:1][C:2]([F:17])([F:16])[C:3]1[CH:4]=[C:5]([C@H:13](O)[CH3:14])[CH:6]=[C:7]([C:9]([F:12])([F:11])[F:10])[CH:8]=1.N1C=CC=CC=1.P(Br)(Br)[Br:25].O>C(OCC)C>[Br:25][CH:13]([C:5]1[CH:4]=[C:3]([C:2]([F:17])([F:16])[F:1])[CH:8]=[C:7]([C:9]([F:12])([F:11])[F:10])[CH:6]=1)[CH3:14]. Procedure: A solution of (R)-1-[3,5-bis(trifluoromethyl)phenyl]ethanol (optical purity, >99.5% ee; 100 mg; 0.39 mmol) in dehydrated diethyl ether (1.0 mL) was added with dehydrated pyridine (69.4 mg, 0.89 mmol) under an argon atmosphere. The mixture was slowly added dropwise with a solution of phosphorus tribromide (117.2 mg, 0.43 mmol) in dehydrated diethyl ether (0.5 mL) at −15 to −20° C., and the mixture was stirred at the same temperature for 2 hours, and then left standing at −5° C. for 48 hours. Then... Starting materials: CN(C)C=O, ClCCl, O=S(Cl)Cl, O=S(=O)=O, c1ccc(COc2ccccc2)cc1. The product is O=S(=O)(Cl)c1ccc(OCc2ccccc2)cc1. RXN SMILES: [CH3:1][N:2]([CH3:3])[CH:4]=[O:5].[Cl:28][CH2:29][Cl:30].[S:24]([Cl:25])([Cl:26])=[O:27].[S:6](=[O:7])(=[O:8])=[O:9].[c:10]1([O:16][CH2:17][c:18]2[cH:19][cH:20][cH:21][cH:22][cH:23]2)[cH:11][cH:12][cH:13][cH:14][cH:15]1>>[S:6](=[O:7])(=[O:9])([c:13]1[cH:12][cH:11][c:10]([O:16][CH2:17][c:18]2[cH:19][cH:20][cH:21][cH:22][cH:23]2)[cH:15][cH:14]1)[Cl:26]. Starting materials: O[C@@H]1CC[C@H](CC1)NC1=NC2=C(C(=CC=C2C=N1)C)O (2-[(trans-4-hydroxycyclohexyl)amino]-7-methylquinazolin-8-ol), C(=O)([O-])[O-].[K+].[K+] (K2CO3), COC(CBr)=O (bromoacetic acid methyl ester). The solvent is CN(C)C=O (DMF), CN(C)C=O (DMF), O (water). Run at time 8 hour. The product is O[C@@H]1CC[C@H](CC1)NC1=NC2=C(C(=CC=C2C=N1)C)OCC(=O)OC (methyl ({2-[(trans-4-hydroxycyclohexyl)amino]-7-methylquinazolin-8-yl}oxy)acetate). Isolated yield 51.6%. Reaction SMILES: [OH:1][C@H:2]1[CH2:7][CH2:6][C@H:5]([NH:8][C:9]2[N:18]=[CH:17][C:16]3[C:11](=[C:12]([OH:20])[C:13]([CH3:19])=[CH:14][CH:15]=3)[N:10]=2)[CH2:4][CH2:3]1.C([O-])([O-])=O.[K+].[K+].[CH3:27][O:28][C:29](=[O:32])[CH2:30]Br>CN(C=O)C.O>[OH:1][C@H:2]1[CH2:3][CH2:4][C@H:5]([NH:8][C:9]2[N:18]=[CH:17][C:16]3[C:11](=[C:12]([O:20][CH2:30][C:29]([O:28][CH3:27])=[O:32])[C:13]([CH3:19])=[CH:14][CH:15]=3)[N:10]=2)[CH2:6][CH2:7]1 |f:1.2.3|. Procedure details: To a solution of 2-[(trans-4-hydroxycyclohexyl)amino]-7-methylquinazolin-8-ol (20 g, 0.073 mol) in DMF (160 mL) was added K2CO3 (10.6 g, 0.077 mol) in one portion at room temperature. Then a solution of bromoacetic acid methyl ester (11.5 g, 0.075 mol) in DMF (40 mL) was added dropwise. After the addition, the reaction mixture was stirred at room temperature overnight. The mixture was diluted with water (400 mL) and extracted with EtOAc (200 mL×3). The combined organic layers were washed with wa... Starting materials: CC[NH+](CC)CC, C=Cc1ccccc1, CC#N, [Cl-], [Cl-], ClC(Cl)Cl, O=[PH](Cl)Cl. Yields the product O=P(Cl)(Cl)C(Cl)(Cl)CC(Cl)c1ccccc1. RXN SMILES: [CH2:19]([NH+:20]([CH2:21][CH3:22])[CH2:23][CH3:24])[CH3:25].[CH2:9]=[CH:10][c:11]1[cH:12][cH:13][cH:14][cH:15][cH:16]1.[CH3:26][C:27]#[N:28].[Cl-:17].[Cl-:18].[Cl:5][CH:6]([Cl:7])[Cl:8].[PH:1](=[O:2])([Cl:3])[Cl:4]>>[P:1](=[O:2])([Cl:3])([Cl:4])[C:6]([Cl:5])([Cl:8])[CH2:9][CH:10]([c:11]1[cH:12][cH:13][cH:14][cH:15][cH:16]1)[Cl:17]. Reactants: CC(C)(C)OC(=O)N1C(CN)CC2CCCCC21, CC(=O)O[BH-](OC(C)=O)OC(C)=O, ClCCl, [Na+], O=Cc1cc2ccccc2s1. The product is CC(C)(C)OC(=O)N1C(CNCc2cc3ccccc3s2)CC2CCCCC21. RXN SMILES: [C:12]([CH3:13])([CH3:14])([CH3:15])[O:16][C:17](=[O:18])[N:19]1[CH:20]([CH2:28][NH2:29])[CH2:21][CH:22]2[CH2:23][CH2:24][CH2:25][CH2:26][CH:27]12.[C:30]([O:31][BH-:32]([O:33][C:34](=[O:35])[CH3:36])[O:37][C:38](=[O:39])[CH3:40])(=[O:41])[CH3:42].[Cl:44][CH2:45][Cl:46].[Na+:43].[s:1]1[c:2]2[c:3]([cH:4][c:5]1[CH:6]=[O:7])[cH:8][cH:9][cH:10][cH:11]2>>[s:1]1[c:2]2[c:3]([cH:4][c:5]1[CH2:6][NH:29][CH2:28][CH:20]1[N:19]([C:17]([O:16][C:12]([CH3:13])([CH3:14])[CH3:15])=[O:18])[CH:27]3[CH:22]([CH2:21]1)[CH2:23][CH2:24][CH2:25][CH2:26]3)[cH:8][cH:9][cH:10][cH:11]2.